Dataset: the Open Reaction Database (ORD), a public repository of structured organic reaction records. Task: describe an organic reaction: reactants, conditions, products, and yield Starting materials: C(C)N(CC)C=1C=C(C=CC1)O (3-(N,N-diethlyamino)phenol), crystals, O.OO (hydrogen peroxide water), II (iodine), ClC=1C(=NC=C(C1)C(F)(F)F)NN (3-chloro-2-hydrazino-5-trifluoromethylpyridine). Run in CN(C=O)C (dimethylformamide), C(C)(=O)O (acetic acid), O (Water). Product: ClC=1C(=NC=C(C1)C(F)(F)F)N=NC1=C(C=C(C=C1)N(CC)CC)O (2-(3-chloro-5-trifluoromethyl-2-pyridylazo)-5-(diethylamino)phenol). RXN SMILES: [CH2:1]([N:3]([C:6]1[CH:7]=[C:8]([OH:12])[CH:9]=[CH:10][CH:11]=1)[CH2:4][CH3:5])[CH3:2].II.[Cl:15][C:16]1[C:17]([NH:26][NH2:27])=[N:18][CH:19]=[C:20]([C:22]([F:25])([F:24])[F:23])[CH:21]=1.O.OO>O.C(O)(=O)C.CN(C)C=O>[Cl:15][C:16]1[C:17]([N:26]=[N:27][C:9]2[CH:10]=[CH:11][C:6]([N:3]([CH2:4][CH3:5])[CH2:1][CH3:2])=[CH:7][C:8]=2[OH:12])=[N:18][CH:19]=[C:20]([C:22]([F:25])([F:23])[F:24])[CH:21]=1 |f:3.4|. Procedure details: Next, a reaction flask was loaded with 3-(N,N-diethlyamino)phenol (1.3 g), dimethylformamide (9 ml), acetic acid (3 ml) and iodine (0.14 g), and they were mixed, followed by addition of 3-chloro-2-hydrazino-5-trifluoromethylpyridine (1.0 g) to the flask with stirring. Then, to this mixture, a 30 % hydrogen peroxide water (1.4 g) was dropwise added in one hour and the mixture was stirred overnight. Water was added to this reaction mixture, followed by extraction with ether. The organic layer was ... Reactants: BrCCCON1C(CC2(CCCC2)CC1=O)=O (8-(3-bromopropyloxy)-8-azaspiro[4.5]decan-7,9-dione), Cl.Cl.CC=1C=C(C=CC1)N1CCNCC1 (1-(3-methylphenyl)piperazine dihydrochloride), C(=O)([O-])[O-].[K+].[K+] (K2CO3), [Na+].[I-] (NaI). Reagents/catalysts: [N+](CCCC)(CCCC)(CCCC)CCCC.[Br-] (n-Bu4NBr). Run in CC#N (CH3CN), CCN(CC)CC (Et3N). Run at time 4 hour. The product is O.Cl.CC=1C=C(C=CC1)N1CCN(CC1)CCCON1C(CC2(CCCC2)CC1=O)=O.CC=1C=C(C=CC1)N1CCN(CC1)CCCON1C(CC2(CCCC2)CC1=O)=O.Cl (8-[3-[4-(3-Methylphenyl)-1-piperazinyl]propyloxy]-8-azaspiro[4.5]decan-7,9-dione hydrochloride hemihydrate). Reaction SMILES: Br[CH2:2][CH2:3][CH2:4][O:5][N:6]1[C:15](=[O:16])[CH2:14][C:9]2([CH2:13][CH2:12][CH2:11][CH2:10]2)[CH2:8][C:7]1=[O:17].[ClH:18].Cl.[CH3:20][C:21]1[CH:22]=[C:23]([N:27]2[CH2:32][CH2:31][NH:30][CH2:29][CH2:28]2)[CH:24]=[CH:25][CH:26]=1.C([O-])([O-])=O.[K+].[K+].[Na+].[I-]>[N+](CCCC)(CCCC)(CCCC)CCCC.[Br-].CCN(CC)CC.CC#N>[OH2:5].[ClH:18].[CH3:20][C:21]1[CH:22]=[C:23]([N:27]2[CH2:32][CH2:31][N:30]([CH2:2][CH2:3][CH2:4][O:5][N:6]3[C:15](=[O:16])[CH2:14][C:9]4([CH2:13][CH2:12][CH2:11][CH2:10]4)[CH2:8][C:7]3=[O:17])[CH2:29][CH2:28]2)[CH:24]=[CH:25][CH:26]=1.[CH3:20][C:21]1[CH:22]=[C:23]([N:27]2[CH2:32][CH2:31][N:30]([CH2:2][CH2:3][CH2:4][O:5][N:6]3[C:15](=[O:16])[CH2:14][C:9]4([CH2:13][CH2:12][CH2:11][CH2:10]4)[CH2:8][C:7]3=[O:17])[CH2:29][CH2:28]2)[CH:24]=[CH:25][CH:26]=1.[ClH:18] |f:1.2.3,4.5.6,7.8,9.10,13.14.15.16.17|. Procedure: A mixture of 8-(3-bromopropyloxy)-8-azaspiro[4.5]decan-7,9-dione (5.0 g), 1-(3-methylphenyl)piperazine dihydrochloride (4.11 g), K2CO3 (9.1 g), NaI (100 mg) and n-Bu4NBr (100 mg) in 100 ml of dry tolune was heated at 80° with stirring under N2. After 4 hours, 50 ml of CH3CN was added. Heating was continued for 18 hr. and 5 ml of Et3N was added. Heating was continued for an additional 6 hr and at which time no starting material remained by TLC. The mixture was cooled to room temperature and filte... The reactants are C=1C=C(N2C=CC=CC12)C(CCC(=O)OCC)=O (ethyl 4-(3-indolizinyl)-4-oxobutyrate), B (borane). Solvent: O1CCCC1 (tetrahydrofuran), O1CCCC1 (tetrahydrofuran). Conditions: time 10 minute. The product is C=1C=C(N2C=CC=CC12)CCCC(=O)OCC (ethyl 4-(3-indolizinyl)butyrate). The yield is 56.1%. Reaction SMILES: [CH:1]1[CH:2]=[C:3]([C:10](=O)[CH2:11][CH2:12][C:13]([O:15][CH2:16][CH3:17])=[O:14])[N:4]2[C:9]=1[CH:8]=[CH:7][CH:6]=[CH:5]2.B>O1CCCC1>[CH:1]1[CH:2]=[C:3]([CH2:10][CH2:11][CH2:12][C:13]([O:15][CH2:16][CH3:17])=[O:14])[N:4]2[C:9]=1[CH:8]=[CH:7][CH:6]=[CH:5]2. Procedure: To a solution of ethyl 4-(3-indolizinyl)-4-oxobutyrate (556 mg) in tetrahydrofuran (5 ml) was added borane in tetrahydrofuran (1M solution, 3.6 ml) at 0° C. After stirring at room temperature for 10 minutes, the reaction was quenched by aqueous potassium dihydrogen phosphate at 0° C., and the resulting mixture was extracted with ether. The organic layers were washed with water, aqueous sodium bicarbonate and brine, dried over sodium sulfate. After evaporation of the solvent, the residue was chro... The reactants are ice water, ClC=1C(=CC(=C(C1)NC(CC1=CC=CC=C1)=O)C)[N+](=O)[O-] (N-(5-Chloro-2-methyl-4-nitro-phenyl)-2-phenyl-acetamide), SC1=CC=C(C=C1)O (4-mercaptophenol), C([O-])([O-])=O.[Cs+].[Cs+] (cesium carbonate). Run in CN(C=O)C (dimethyl formamide). Product: OC1=CC=C(C=C1)SC=1C(=CC(=C(C1)NC(CC1=CC=CC=C1)=O)C)[N+](=O)[O-] (N-[5-(4-Hydroxy-phenylsulfanyl)-2-methyl-4-nitro-phenyl]-2-phenyl-acetamide). Yield: 71.5%. Reaction SMILES: Cl[C:2]1[C:3]([N+:19]([O-:21])=[O:20])=[CH:4][C:5]([CH3:18])=[C:6]([NH:8][C:9](=[O:17])[CH2:10][C:11]2[CH:16]=[CH:15][CH:14]=[CH:13][CH:12]=2)[CH:7]=1.[SH:22][C:23]1[CH:28]=[CH:27][C:26]([OH:29])=[CH:25][CH:24]=1.C(=O)([O-])[O-].[Cs+].[Cs+]>CN(C)C=O>[OH:29][C:26]1[CH:27]=[CH:28][C:23]([S:22][C:2]2[C:3]([N+:19]([O-:21])=[O:20])=[CH:4][C:5]([CH3:18])=[C:6]([NH:8][C:9](=[O:17])[CH2:10][C:11]3[CH:16]=[CH:15][CH:14]=[CH:13][CH:12]=3)[CH:7]=2)=[CH:24][CH:25]=1 |f:2.3.4|. Procedure details: The product from Example 265A (0.305 g, 1.0 mmol), 4-mercaptophenol (0.151 g, 1.2 mmol, 1.2 eq) and cesium carbonate (0.782 g, 2.4 mmol, 2.4 eq) in dimethyl formamide (10 mL) was heated at 110° C. for 2 h, cooled to room temperature, and poured over ice water (100 mL). This mixture was extracted with ethyl acetate (3×150 mL) and the combined organic phases were washed with saturated aqueous sodium chloride, dried over anhydrous magnesium sulfate, filtered, and evaporated. The residue was purifie... Starting materials: aldehyde, C(#CCCCCCC)C1=CC=C(C=O)C=C1 (4-(1-octynyl)benzaldehyde), [BH4-].[Na+] (sodium borohydride). Run in C(C)O (ethanol), C(C)O (ethanol). Yields the product C(#CCCCCCC)C1=CC=C(CO)C=C1 (4-(1-Octynyl)benzyl alcohol). The yield is 82.6%. As a reaction SMILES: [C:1]([C:9]1[CH:16]=[CH:15][C:12]([CH:13]=[O:14])=[CH:11][CH:10]=1)#[C:2][CH2:3][CH2:4][CH2:5][CH2:6][CH2:7][CH3:8].[BH4-].[Na+]>C(O)C>[C:1]([C:9]1[CH:10]=[CH:11][C:12]([CH2:13][OH:14])=[CH:15][CH:16]=1)#[C:2][CH2:3][CH2:4][CH2:5][CH2:6][CH2:7][CH3:8] |f:1.2|. Reported procedure: To a solution of 4-(1-octynyl)benzaldehyde (15 g, 0.07 mole from example 4) in ethanol (200 ml) was added sodium borohydride (1.32 g, 0.035 mole) in ethanol and the mixture was stirred for 5 minutes until no further aldehyde remained. The solution was concentrated, ether was added and the solution was washed with water and dried (MgSO4). Evaporation gave an oil which was chromatographed on silica eluting with dichloromethane to give 12.5 g (82%) of the alcohol as an oil, νmax (film) 815, 840, 10... Starting materials: NC=1C=CC(=C(C1)[C@]1(N=C(O[C@H]2[C@@H]1C(CC2)(F)F)N)C)F ((4S,4aR,7aR)-4-(5-amino-2-fluoro-phenyl)-5,5-difluoro-4-methyl-4,4a,5,6,7,7a-hexahydro-cyclopenta[e][1,3]oxazin-2-ylamine), C(#N)C=1N=CC(=NC1)C(=O)O (5-cyano-pyrazine-2-carboxylic acid). Yields the product NC=1O[C@H]2[C@@H]([C@@](N1)(C)C=1C=C(C=CC1F)NC(=O)C1=NC=C(N=C1)C#N)C(CC2)(F)F (5-Cyano-pyrazine-2-carboxylic acid [3-((4S,4aR,7aR)-2-amino-5,5-difluoro-4-methyl-4,4a,5,6,7,7a-hexahydro-cyclopenta[e][1,3]oxazin-4-yl)-4-fluoro-phenyl]-amide). Yield: 28.0%. Reaction SMILES: [NH2:1][C:2]1[CH:3]=[CH:4][C:5]([F:21])=[C:6]([C@:8]2([CH3:20])[C@H:13]3[C:14]([F:18])([F:17])[CH2:15][CH2:16][C@H:12]3[O:11][C:10]([NH2:19])=[N:9]2)[CH:7]=1.[C:22]([C:24]1[N:25]=[CH:26][C:27]([C:30](O)=[O:31])=[N:28][CH:29]=1)#[N:23]>>[NH2:19][C:10]1[O:11][C@@H:12]2[CH2:16][CH2:15][C:14]([F:17])([F:18])[C@@H:13]2[C@:8]([C:6]2[CH:7]=[C:2]([NH:1][C:30]([C:27]3[CH:26]=[N:25][C:24]([C:22]#[N:23])=[CH:29][N:28]=3)=[O:31])[CH:3]=[CH:4][C:5]=2[F:21])([CH3:20])[N:9]=1. Procedure: The coupling of (4S,4aR,7aR)-4-(5-amino-2-fluoro-phenyl)-5,5-difluoro-4-methyl-4,4a,5,6,7,7a-hexahydro-cyclopenta[e][1,3]oxazin-2-ylamine (intermediate XIIIa-1) and 5-cyano-pyrazine-2-carboxylic acid (CAS 1211533-09-3) following procedure Q yielded the title compound as a light yellow solid (28% yield). MS: m/z=431.3 [M+H]+.